Dataset: the Open Reaction Database (ORD), a public repository of structured organic reaction records. Task: describe an organic reaction: reactants, conditions, products, and yield The reactants are O (Water), C1(=CC=CC=C1)P(C1=CC=CC=C1)C1=CC=CC=C1 (triphenylphosphine), BrN1C(CCC1=O)=O (N-bromosuccinimide), C(#N)C=1C=C(C=CC1)CCCO (3-(3-cyanophenyl)-1-propanol). The solvent is C(Cl)Cl (methylene chloride). The product is BrCCCC1=CC(=CC=C1)C#N (1-(3-bromopropyl)-3-cyanobenzene). Isolated yield 87.9%. RXN SMILES: [C:1]([C:3]1[CH:4]=[C:5]([CH2:9][CH2:10][CH2:11]O)[CH:6]=[CH:7][CH:8]=1)#[N:2].C1(P(C2C=CC=CC=2)C2C=CC=CC=2)C=CC=CC=1.[Br:32]N1C(=O)CCC1=O.O>C(Cl)Cl>[Br:32][CH2:11][CH2:10][CH2:9][C:5]1[CH:6]=[CH:7][CH:8]=[C:3]([C:1]#[N:2])[CH:4]=1. Reported procedure: Compound 75-2 (4.45 g) was dissolved in methylene chloride (95 ml), triphenylphosphine (8.13 g) and N-bromosuccinimide (5.51 g) were added under ice-cooling, and the mixture was stirred under ice-cooling for 2 hr. Water was added to the reaction mixture, and the mixture was extracted with methylene chloride and washed with saturated brine, and dried over anhydrous sodium sulfate. The solvent was evaporated under reduced pressure. Diethyl ether was added, and the precipitated triphenylphosphine o... Reactants: C([O-])([O-])=O.[K+].[K+] (potassium carbonate), C(C1=CC=CC=C1)Br (benzyl bromide), OC1=C(C=CC=C1)C(C(=O)N)(C)C (2-hydroxy-α,α-dimethyl-benzeneacetamide). Run in O (water), CN(C)C=O (DMF). Reaction conditions: temperature 25 celsius, time 16 hour. Product: CC(C(=O)N)(C1=C(C=CC=C1)OCC1=CC=CC=C1)C (α,α-Dimethyl-2-(phenylmethoxy)-benzeneacetamide). Reaction SMILES: [OH:1][C:2]1[CH:7]=[CH:6][CH:5]=[CH:4][C:3]=1[C:8]([CH3:13])([CH3:12])[C:9]([NH2:11])=[O:10].C(=O)([O-])[O-].[K+].[K+].[CH2:20](Br)[C:21]1[CH:26]=[CH:25][CH:24]=[CH:23][CH:22]=1>CN(C=O)C.O>[CH3:12][C:8]([CH3:13])([C:3]1[CH:4]=[CH:5][CH:6]=[CH:7][C:2]=1[O:1][CH2:20][C:21]1[CH:26]=[CH:25][CH:24]=[CH:23][CH:22]=1)[C:9]([NH2:11])=[O:10] |f:1.2.3|. Procedure: A solution of 2-hydroxy-α,α-dimethyl-benzeneacetamide (Example 198b, 15.34 g) dissolved in DMF (150 mL) was treated with potassium carbonate (11.83 g) and benzyl bromide (10.18 mL) under nitrogen. The resulting mixture was stirred at 25° C. for 16 h. The reaction mixture was diluted with water (500 mL) and stirred for 30 min. The solid was filtered off and washed with water and dried in vacuo to afford the subtitle compound (19.45 g).